From a dataset of the Open Reaction Database (ORD), a public repository of structured organic reaction records. describe an organic reaction: reactants, conditions, products, and yield Yields the product C(=O)(O)C=1N2C(C(C2SCC1CSC1=NNC=N1)NC(CC=1SC(SC1)=O)=O)=O (2-carboxy-8-oxo-7-[(1,3-dithiol-2-on-4-yl)-acetamido]-3-[(1,2,4-triazol-3-yl)-thiomethyl]-5-thia-1-aza-bicyclo[4.2.0]oct-2-ene). Procedure details: Sodium bicarbonate (5.55 g.) and 3-thioxo-1,2,4-triazoline (3.63 g.) are added to 3-acetoxymethyl-2-carboxy-8-oxo-7-[(1,3-dithiol-2-on-4-yl)-acetamido]-5-thia-1-aza-bicyclo[4.2.0]oct-2-ene (12.9 g.) in a buffer (250 cc.) of pH 6.4. The mixture is heated to 60° C. for 7 hours. It is allowed to cool, sodium bicarbonate (1 g.) is added and the mixture is washed with ethyl acetate (250 cc.), which is discarded. The aqueous solution is treated with decolourising charcoal and is acidified to pH 2 by a... Starting materials: C([O-])(O)=O.[Na+] (Sodium bicarbonate), S=C1N=NCN1 (3-thioxo-1,2,4-triazoline), C(C)(=O)OCC1=C(N2C(C(C2SC1)NC(CC=1SC(SC1)=O)=O)=O)C(=O)O (3-acetoxymethyl-2-carboxy-8-oxo-7-[(1,3-dithiol-2-on-4-yl)-acetamido]-5-thia-1-aza-bicyclo[4.2.0]oct-2-ene), C([O-])(O)=O.[Na+] (sodium bicarbonate). RXN SMILES: C(=O)(O)[O-].[Na+].[S:6]=[C:7]1[NH:11][CH2:10][N:9]=[N:8]1.C(O[CH2:16][C:17]1[CH2:24][S:23][CH:22]2[N:19]([C:20](=[O:35])[CH:21]2[NH:25][C:26](=[O:34])[CH2:27][C:28]2[S:29][C:30](=[O:33])[S:31][CH:32]=2)[C:18]=1[C:36]([OH:38])=[O:37])(=O)C>>[C:36]([C:18]1[N:19]2[CH:22]([S:23][CH2:24][C:17]=1[CH2:16][S:6][C:7]1[N:11]=[CH:10][NH:9][N:8]=1)[CH:21]([NH:25][C:26](=[O:34])[CH2:27][C:28]1[S:29][C:30](=[O:33])[S:31][CH:32]=1)[C:20]2=[O:35])([OH:38])=[O:37] |f:0.1|. Yield: 20.5%. Reaction conditions: temperature 60 celsius. Starting materials: C(C1=CC=CC=C1)OC(=O)C1=CC(=C2C=CC=CN12)N=C=O (1-isocyanato-indolizine-3-carboxylic acid benzyl ester), c-hexane EtOAc, C(C=C)OC(CBr)=O (bromo-acetic acid allyl ester), C(C1=CC=CC=C1)OC(CC)=O (propionic acid benzyl ester). The product is C(C1=CC=CC=C1)OC(=O)C=1C=C(N2C=CC=CC12)C(=O)OCC=C (Indolizine-1,3-dicarboxylic acid 3-allyl ester 1-benzyl ester). Reaction SMILES: [CH2:1]([O:8][C:9]([C:11]1[N:19]2[C:14]([CH:15]=[CH:16][CH:17]=[CH:18]2)=[C:13](N=C=O)[CH:12]=1)=[O:10])[C:2]1[CH:7]=CC=CC=1.C(OC(=O)CBr)C=C.[CH2:31]([O:38][C:39](=[O:42])CC)[C:32]1[CH:37]=[CH:36][CH:35]=[CH:34][CH:33]=1>>[CH2:31]([O:38][C:39]([C:13]1[CH:12]=[C:11]([C:9]([O:8][CH2:1][CH:2]=[CH2:7])=[O:10])[N:19]2[C:14]=1[CH:15]=[CH:16][CH:17]=[CH:18]2)=[O:42])[C:32]1[CH:37]=[CH:36][CH:35]=[CH:34][CH:33]=1. Reported procedure: The title compound was prepared using the protocol described in steps A and B for the preparation of 1-isocyanato-indolizine-3-carboxylic acid benzyl ester scheme A6 using bromo-acetic acid allyl ester in step A and propionic acid benzyl ester in step B. TLC, Rf (c-hexane/EtOAc 1:1)=0.8; MS (LC/MS): 336.1 [M+H]+, 358.1 [M+Na]+, 693.2 [2M+Na]+; tR (HPLC conditions a): 4.55 min. Reactants: ClC=1C=C(C=CC1Cl)C(C(=O)NCCC1=CC(=C(C=C1)OCC#C)OC)=O (2-(3,4-dichloro-phenyl)-N-[2-(3-methoxy-4-prop-2-ynyloxy-phenyl)-ethyl]-2-oxo-acetamide), N1=CC=CC=C1 (pyridine), Cl.CON (O-methylhydroxylamine hydrochloride). Run in C(C)O (ethanol). Product: ClC=1C=C(C=CC1Cl)C(C(=O)NCCC1=CC(=C(C=C1)OCC#C)OC)=NOC (2-(3,4-dichloro-phenyl)-2-methoxyimino-N-[2-(3-methoxy-4-prop-2-ynyloxy-phenyl)-ethyl]-acetamide). Reaction SMILES: [Cl:1][C:2]1[CH:3]=[C:4]([C:9](=O)[C:10]([NH:12][CH2:13][CH2:14][C:15]2[CH:20]=[CH:19][C:18]([O:21][CH2:22][C:23]#[CH:24])=[C:17]([O:25][CH3:26])[CH:16]=2)=[O:11])[CH:5]=[CH:6][C:7]=1[Cl:8].N1C=CC=CC=1.Cl.[CH3:35][O:36][NH2:37]>C(O)C>[Cl:1][C:2]1[CH:3]=[C:4]([C:9](=[N:37][O:36][CH3:35])[C:10]([NH:12][CH2:13][CH2:14][C:15]2[CH:20]=[CH:19][C:18]([O:21][CH2:22][C:23]#[CH:24])=[C:17]([O:25][CH3:26])[CH:16]=2)=[O:11])[CH:5]=[CH:6][C:7]=1[Cl:8] |f:2.3|. Procedure: To a solution of 1.30 g (3.20 mmol) 2-(3,4-dichloro-phenyl)-N-[2-(3-methoxy-4-prop-2-ynyloxy-phenyl)-ethyl]-2-oxo-acetamide in 7.0 ml ethanol, 0.52 ml pyridine (0.64 mmol) and 0.33 g (3.98 mmol) O-methylhydroxylamine hydrochloride are added. The solution is heated at +80° C. for 4 hours. After evaporation of the solvent, the residue is submitted to flash-chromatography to yield the 2-(3,4-dichloro-phenyl)-2-methoxyimino-N-[2-(3-methoxy-4-prop-2-ynyloxy-phenyl)-ethyl]-acetamide as a white solid (... Reactants: C1CCOC1, C[Si](C)(C)[N-][Si](C)(C)C, COC[P+](c1ccccc1)(c1ccccc1)c1ccccc1, CC1(C)OC(=O)c2ccccc2C1n1cncc1C=O, [Cl-], [Na+]. The product is COC=Cc1cncn1C1c2ccccc2C(=O)OC1(C)C. RXN SMILES: [CH2:54]1[O:55][CH2:56][CH2:57][CH2:58]1.[CH3:24][Si:25]([CH3:26])([CH3:27])[N-:28][Si:29]([CH3:30])([CH3:31])[CH3:32].[CH3:2][O:3][CH2:4][P+:5]([c:6]1[cH:7][cH:8][cH:9][cH:10][cH:11]1)([c:12]1[cH:13][cH:14][cH:15][cH:16][cH:17]1)[c:18]1[cH:19][cH:20][cH:21][cH:22][cH:23]1.[CH3:34][C:35]1([CH3:53])[O:36][C:37](=[O:52])[c:38]2[cH:39][cH:40][cH:41][cH:42][c:43]2[CH:44]1[n:45]1[cH:46][n:47][cH:48][c:49]1[CH:50]=[O:51].[Cl-:1].[Na+:33]>>[CH3:2][O:3][CH:4]=[CH:50][c:49]1[n:45]([CH:44]2[C:35]([CH3:34])([CH3:53])[O:36][C:37](=[O:52])[c:38]3[cH:39][cH:40][cH:41][cH:42][c:43]32)[cH:46][n:47][cH:48]1. Starting materials: BrCC(CC(=O)NC1[C@@H]2N(C(=C(CS2)COC(N)=O)C(=O)O)C1=O)=O (7-(4-bromo-3-oxobutyrylamino)-3-carbamoyloxymethyl-3-cephem-4-carboxylic acid), N(=O)[O-].[Na+] (sodium nitrite). Run in C(C)(=O)O (acetic acid). Reaction conditions: time 20 minute. Product: BrCC(C(C(=O)NC1[C@@H]2N(C(=C(CS2)COC(N)=O)C(=O)O)C1=O)=NO)=O (7-(4-bromo-2-hydroxyimino-3-oxobutyrylamino)-3-carbamoyloxymethyl-3-cephem-4-carboxylic acid). RXN SMILES: [Br:1][CH2:2][C:3](=[O:25])[CH2:4][C:5]([NH:7][CH:8]1[C:23](=[O:24])[N:10]2[C:11]([C:20]([OH:22])=[O:21])=[C:12]([CH2:15][O:16][C:17](=[O:19])[NH2:18])[CH2:13][S:14][C@H:9]12)=[O:6].[N:26]([O-])=[O:27].[Na+]>C(O)(=O)C>[Br:1][CH2:2][C:3](=[O:25])[C:4](=[N:26][OH:27])[C:5]([NH:7][CH:8]1[C:23](=[O:24])[N:10]2[C:11]([C:20]([OH:22])=[O:21])=[C:12]([CH2:15][O:16][C:17](=[O:19])[NH2:18])[CH2:13][S:14][C@H:9]12)=[O:6] |f:1.2|. Procedure: While a solution of 0.15 g of 7-(4-bromo-3-oxobutyrylamino)-3-carbamoyloxymethyl-3-cephem-4-carboxylic acid in 2 ml of acetic acid was stirred at room temperature, 0.03 g of sodium nitrite was added dropwise over a period of five minutes. Then, the mixture was further stirred for 20 minutes, after which time it was concentrated to dryness under reduced pressure. The resultant vitreous solid was applied to a Merck silica gel plate No. 5715 and developed with ethyl acetate-acetic acid-water (8:1:1...